Dataset: the Open Reaction Database (ORD), a public repository of structured organic reaction records. Task: describe an organic reaction: reactants, conditions, products, and yield Starting materials: Cl.O1C(COC2=C1C=CC=C2)N(CCCN2N=C(C=CC2=O)Cl)C (2-[3-(benzo[1,4]dioxan-2-yl-methylamino)-1-propyl]-6-chloro-3(2H)-pyridazinone hydrochloride), [OH-].[Na+] (sodium hydroxide), [H][H] (hydrogen). Reagents/catalysts: [Pd] (palladium-on-charcoal). The solvent is C(C)O (ethanol). Conditions: time 5 minute. Yields the product Cl.O1C(COC2=C1C=CC=C2)N(CCCN2N=CC=CC2=O)C (2- [3-(benzo[1,4]dioxan-2-yl-methylamino)-1-propyl]-3(2H)-pyridazinone hydrochloride). Yield: 62.9%. RXN SMILES: Cl.[O:2]1[C:7]2[CH:8]=[CH:9][CH:10]=[CH:11][C:6]=2[O:5][CH2:4][CH:3]1[N:12]([CH3:24])[CH2:13][CH2:14][CH2:15][N:16]1[C:21](=[O:22])[CH:20]=[CH:19][C:18]([Cl:23])=[N:17]1.[OH-].[Na+].[H][H]>[Pd].C(O)C>[ClH:23].[O:2]1[C:7]2[CH:8]=[CH:9][CH:10]=[CH:11][C:6]=2[O:5][CH2:4][CH:3]1[N:12]([CH3:24])[CH2:13][CH2:14][CH2:15][N:16]1[C:21](=[O:22])[CH:20]=[CH:19][CH:18]=[N:17]1 |f:0.1,2.3,7.8|. Procedure details: A solution containing 30 g (0.08 mole) of 2-[3-(benzo[1,4]dioxan-2-yl-methylamino)-1-propyl]-6-chloro-3(2H)-pyridazinone hydrochloride (prepared as described in Example 2), 600 ml of absolute ethanol and 6.2 g of powdered sodium hydroxide is hydrogenated in the presence of 3 g of 5% palladium-on-charcoal catalyst under atmospheric pressure and at room temperature. After ceasing of the hydrogen uptake, the catalyst is filtered off, washed 3 times with 20 ml of absolute ethanol each and the filtra...